From a dataset of the Open Reaction Database (ORD), a public repository of structured organic reaction records. describe an organic reaction: reactants, conditions, products, and yield Starting materials: BrC1=C(N=CS1)C (5-bromo-4-methylthiazole), C(=O)(OC(C)(C)C)N1CCNCC1 (N-Boc-piperazine), CC(C)([O-])C.[Na+] (sodium tert-butoxide). Reagents/catalysts: C1(CCCCC1)P(C1=C(C(=CC=C1OC)OC)C1=C(C=C(C=C1C(C)C)C(C)C)C(C)C)C1CCCCC1 (dicyclohexyl-[3,6-dimethoxy-2-(2,4,6-thisopropylphenyl)phenyl]phosphane), C=1C=CC(=CC1)/C=C/C(=O)/C=C/C2=CC=CC=C2.C=1C=CC(=CC1)/C=C/C(=O)/C=C/C2=CC=CC=C2.C=1C=CC(=CC1)/C=C/C(=O)/C=C/C2=CC=CC=C2.[Pd].[Pd] (Tris(dibenzylideneacetone)dipalladium(0)). The solvent is O1CCOCC1 (1,4-dioxane), CCOC(=O)C (EtOAc). Conditions: temperature 70 celsius. The product is CC=1N=CSC1N1CCN(CC1)C(=O)OC(C)(C)C (tert-Butyl 4-(4-methylthiazol-5-yl)piperazine-1-carboxylate). The yield is 207.6%. Reaction SMILES: Br[C:2]1[S:6][CH:5]=[N:4][C:3]=1[CH3:7].[C:8]([N:15]1[CH2:20][CH2:19][NH:18][CH2:17][CH2:16]1)([O:10][C:11]([CH3:14])([CH3:13])[CH3:12])=[O:9].CC(C)([O-])C.[Na+]>O1CCOCC1.CCOC(C)=O.C1C=CC(/C=C/C(/C=C/C2C=CC=CC=2)=O)=CC=1.C1C=CC(/C=C/C(/C=C/C2C=CC=CC=2)=O)=CC=1.C1C=CC(/C=C/C(/C=C/C2C=CC=CC=2)=O)=CC=1.[Pd].[Pd].C1(P(C2CCCCC2)C2C(OC)=CC=C(OC)C=2C2C(C(C)C)=CC(C(C)C)=CC=2C(C)C)CCCCC1>[CH3:7][C:3]1[N:4]=[CH:5][S:6][C:2]=1[N:18]1[CH2:17][CH2:16][N:15]([C:8]([O:10][C:11]([CH3:14])([CH3:13])[CH3:12])=[O:9])[CH2:20][CH2:19]1 |f:2.3,6.7.8.9.10|. Procedure details: A solution of 5-bromo-4-methylthiazole (454 mg, 2.55 mmol), N-Boc-piperazine (940 mg, 5.05 mmol), sodium tert-butoxide (492 mg, 5.12 mmol) and dicyclohexyl-[3,6-dimethoxy-2-(2,4,6-thisopropylphenyl)phenyl]phosphane (BrettPhos, 64.9 mg, 0.121 mmol) in anhydrous 1,4-dioxane (9 mL) was flushed with argon for 3 min. Tris(dibenzylideneacetone)dipalladium(0) (106 mg, 0.116 mmol) was added and the mixture was heated in a sealed flask to 70° C. for 2.5 hours. The reaction mixture was cooled to room temp... Starting materials: CO, COC(=O)CC1Nc2ccccc2CN(C)C1=O, ClCCl, ClI, c1ccncc1. Yields the product COC(=O)CC1Nc2ccc(I)cc2CN(C)C1=O. As a reaction SMILES: [CH3:19][OH:20].[CH3:1][N:2]1[C:3](=[O:18])[CH:4]([CH2:13][C:14](=[O:15])[O:16][CH3:17])[NH:5][c:6]2[c:7]([cH:9][cH:10][cH:11][cH:12]2)[CH2:8]1.[Cl:29][CH2:30][Cl:31].[I:27][Cl:28].[cH:21]1[cH:22][cH:23][n:24][cH:25][cH:26]1>>[CH3:1][N:2]1[C:3](=[O:18])[CH:4]([CH2:13][C:14](=[O:15])[O:16][CH3:17])[NH:5][c:6]2[c:7]([cH:9][c:10]([I:27])[cH:11][cH:12]2)[CH2:8]1. Starting materials: C1=CN(C=N1)C(=O)N2C=CN=C2 (CDI), O=C1NCCC=2C(=CC(=CC12)OC(C)C)C(=O)O (1-oxo-7-(propan-2-yloxy)-1,2,3,4-tetrahydroisoquinoline-5-carboxylic acid), C(C)(C)(C)O (t-butanol). The solvent is O1CCOCC1 (dioxane). Conditions: time 30 minute. Product: O=C1NCCC2=C(C=C(C=C12)OC(C)C)NC(OC(C)(C)C)=O (tert-butyl [1-oxo-7-(propan-2-yloxy)-1,2,3,4-tetrahydroisoquinolin-5-yl]carbamate). Isolated yield 42.0%. As a reaction SMILES: [O:1]=[C:2]1[C:11]2[CH:10]=[C:9]([O:12][CH:13]([CH3:15])[CH3:14])[CH:8]=[C:7](C(O)=O)[C:6]=2[CH2:5][CH2:4][NH:3]1.C1N=CN([C:24]([N:26]2C=NC=C2)=[O:25])C=1.[C:31]([OH:35])([CH3:34])([CH3:33])[CH3:32]>O1CCOCC1>[O:1]=[C:2]1[C:11]2[C:6](=[C:7]([NH:26][C:24](=[O:25])[O:35][C:31]([CH3:34])([CH3:33])[CH3:32])[CH:8]=[C:9]([O:12][CH:13]([CH3:14])[CH3:15])[CH:10]=2)[CH2:5][CH2:4][NH:3]1. Procedure details: To a suspension of 1-oxo-7-(propan-2-yloxy)-1,2,3,4-tetrahydroisoquinoline-5-carboxylic acid (77a, 1.76 g, 7.06 mmol) in anhydrous dioxane (100 mL) was added CDI (1.43 g, 8.83 mmol). The resulting mixture was stirred at room temperature for 30 minutes, then stirred at 100° C. for 30 minutes. After cooling down to room temperature, TMSA (1.50 mL, 10.8 mmol) was added. After stirring the reaction mixture for 2 hours, t-butanol (25.0 mL) was added. The resulting mixture was stirred at 100° C. overn... Reactants: CCN(C(C)C)C(C)C, ClCCl, O=C(O)c1ccc(-c2ccc(C(=O)N3CCCC3)s2)cc1, C1CNC(CN2CCCC2)C1, CN(C)C=O, On1nnc2ccccc21. The product is O=C(c1ccc(-c2ccc(C(=O)N3CCCC3CN3CCCC3)cc2)s1)N1CCCC1. RXN SMILES: [CH:32]([N:33]([CH2:34][CH3:35])[CH:36]([CH3:37])[CH3:38])([CH3:39])[CH3:40].[Cl:57][CH2:58][Cl:59].[N:1]1([C:6](=[O:7])[c:8]2[cH:9][cH:10][c:11](-[c:13]3[cH:14][cH:15][c:16]([C:17](=[O:18])[OH:19])[cH:20][cH:21]3)[s:12]2)[CH2:2][CH2:3][CH2:4][CH2:5]1.[NH:41]1[CH:42]([CH2:46][N:47]2[CH2:48][CH2:49][CH2:50][CH2:51]2)[CH2:43][CH2:44][CH2:45]1.[O:52]=[CH:53][N:54]([CH3:55])[CH3:56].[OH:22][n:23]1[c:24]2[c:25]([cH:26][cH:27][cH:28][cH:29]2)[n:30][n:31]1>>[N:1]1([C:6](=[O:7])[c:8]2[cH:9][cH:10][c:11](-[c:13]3[cH:14][cH:15][c:16]([C:17](=[O:18])[N:41]4[CH:42]([CH2:46][N:47]5[CH2:48][CH2:49][CH2:50][CH2:51]5)[CH2:43][CH2:44][CH2:45]4)[cH:20][cH:21]3)[s:12]2)[CH2:2][CH2:3][CH2:4][CH2:5]1.